This data is from the Open Reaction Database (ORD), a public repository of structured organic reaction records. The task is: describe an organic reaction: reactants, conditions, products, and yield The reactants are C(C)(=O)O[C@@H](CCCCN1C(N(C2=C(C1=O)C(C=C(N2)C)=O)C)=O)C ((R)-3-(5-acetoxyhexyl)-1,7-dimethylpyrido[2,3-d]pyrimidine-2,4,5(1H,3H,8H)-trione), C(C1=CC=CC=C1)Br (benzyl bromide), C([O-])([O-])=O.[K+].[K+] (potassium carbonate). The solvent is C(C)#N (acetonitrile). Run at temperature 50 celsius, time 2 hour. Product: C(C)(=O)O[C@@H](CCCCN1C(N(C2=C(C1=O)C(C=C(N2CC2=CC=CC=C2)C)=O)C)=O)C ((R)-3-(5-acetoxyhexyl)-8-benzyl-1,7-dimethylpyrido[2,3-d]pyrimidine-2,4,5(1H,3H,8H)-trione). Reaction SMILES: [C:1]([O:4][C@H:5]([CH3:25])[CH2:6][CH2:7][CH2:8][CH2:9][N:10]1[C:15](=[O:16])[C:14]2[C:17](=[O:22])[CH:18]=[C:19]([CH3:21])[NH:20][C:13]=2[N:12]([CH3:23])[C:11]1=[O:24])(=[O:3])[CH3:2].[CH2:26](Br)[C:27]1[CH:32]=[CH:31][CH:30]=[CH:29][CH:28]=1.C(=O)([O-])[O-].[K+].[K+]>C(#N)C>[C:1]([O:4][C@H:5]([CH3:25])[CH2:6][CH2:7][CH2:8][CH2:9][N:10]1[C:15](=[O:16])[C:14]2[C:17](=[O:22])[CH:18]=[C:19]([CH3:21])[N:20]([CH2:26][C:27]3[CH:32]=[CH:31][CH:30]=[CH:29][CH:28]=3)[C:13]=2[N:12]([CH3:23])[C:11]1=[O:24])(=[O:3])[CH3:2] |f:2.3.4|. Procedure details: A mixture of (R)-3-(5-acetoxyhexyl)-1,7-dimethylpyrido[2,3-d]pyrimidine-2,4,5(1H,3H,8H)-trione (1.84 g, 5.27 mmol), acetonitrile (20 ml), benzyl bromide (0.95 ml, 7.91 mmol) and potassium carbonate (2.19 g, 15.8 mmol) was stirred at 50° C. for 2 hours. After cooling to room temperature, the mixture was concentrated under reduced pressure. The residue was treated with water (50 ml) and extracted with ethyl acetate (50 ml). The organic extract was concentrated under reduced pressure to afford crud... Reactants: C(CC)N(C(C(CCC(=O)OC)NC(C(C(=O)OC)=C1SC=CS1)=O)=O)CCC (methyl 5-(dipropylamino)-4-((2-(1,3-dithiol-2-ylidene)-3-methoxy-3-oxopropanoyl)amino)-5-oxopentanoate), [OH-].[K+] (potassium hydroxide). Procedure details: Methyl 5-(dipropylamino)-4-((2-(1,3-dithiol-2-ylidene)-3-methoxy-3-oxopropanoyl)amino)-5-oxopentanoate (5) (111 g) was dissolved in methanol (1 l), followed by the addition of 2.5 N potassium hydroxide solution (300 ml). The resulting mixture was heated under reflux for 2 hours. The solvent was removed under reduced pressure. The resulting residue was washed several times with water, whereby 4-((2-carboxy-2-(1,3-dithiol-2-ylidene)acetyl)amino)-5-(dipropylamino)-5-oxopentanoic acid (6) was obtain... Product: C(=O)(O)C(C(=O)NC(CCC(=O)O)C(=O)N(CCC)CCC)=C1SC=CS1 (4-((2-carboxy-2-(1,3-dithiol-2-ylidene)acetyl)amino)-5-(dipropylamino)-5-oxopentanoic acid). The solvent is CO (methanol). As a reaction SMILES: [CH2:1]([N:4]([CH2:27][CH2:28][CH3:29])[C:5](=[O:26])[CH:6]([NH:13][C:14](=[O:25])[C:15](=[C:20]1[S:24][CH:23]=[CH:22][S:21]1)[C:16]([O:18]C)=[O:17])[CH2:7][CH2:8][C:9]([O:11]C)=[O:10])[CH2:2][CH3:3].[OH-].[K+]>CO>[C:16]([C:15](=[C:20]1[S:21][CH:22]=[CH:23][S:24]1)[C:14]([NH:13][CH:6]([C:5]([N:4]([CH2:27][CH2:28][CH3:29])[CH2:1][CH2:2][CH3:3])=[O:26])[CH2:7][CH2:8][C:9]([OH:11])=[O:10])=[O:25])([OH:18])=[O:17] |f:1.2|. Reactants: COc1c(Br)c(I)c(C)c(C(N)=O)c1NC(=O)C(C)(C)C, CN(C)c1ccncc1, Cl, O=S(=O)(OS(=O)(=O)C(F)(F)F)C(F)(F)F, c1ccncc1. Product: COc1c(Br)c(I)c(C)c(C#N)c1NC(=O)C(C)(C)C. As a reaction SMILES: [Br:1][c:2]1[c:3]([O:20][CH3:21])[c:4]([NH:13][C:14]([C:15]([CH3:16])([CH3:17])[CH3:18])=[O:19])[c:5]([C:6](=[O:7])[NH2:8])[c:9]([CH3:12])[c:10]1[I:11].[CH3:38][N:39]([CH3:40])[c:41]1[cH:42][cH:43][n:44][cH:45][cH:46]1.[ClH:37].[F:22][C:23]([F:24])([F:25])[S:26]([O:27][S:28]([C:29]([F:30])([F:31])[F:32])(=[O:33])=[O:34])(=[O:35])=[O:36].[cH:47]1[cH:48][cH:49][n:50][cH:51][cH:52]1>>[Br:1][c:2]1[c:3]([O:20][CH3:21])[c:4]([NH:13][C:14]([C:15]([CH3:16])([CH3:17])[CH3:18])=[O:19])[c:5]([C:6]#[N:8])[c:9]([CH3:12])[c:10]1[I:11].